Dataset: the Open Reaction Database (ORD), a public repository of structured organic reaction records. Task: describe an organic reaction: reactants, conditions, products, and yield The reactants are N1N=NN=C1CC1(CCCCC1)C#N (1-(1H-Tetrazol-5-ylmethyl)-cyclohexanecarbonitrile), N1N=NN=C1CC1(CCCCC1)C#N (1-(1H-Tetrazol-5-ylmethyl)-cyclohexanecarbonitrile), [N+](=O)([O-])C (nitromethane), [F-].C(CCC)[N+](CCCC)(CCCC)CCCC (tetrabutyl ammonium fluoride). Solvent: O1CCCC1 (tetrahydrofuran), C(C)(=O)OCC (ethyl acetate). Product: [N+](=O)([O-])CC1(CCCCC1)CC#N ((1-Nitromethyl-cyclohexyl)-acetonitrile). Isolated yield 70.7%. As a reaction SMILES: [NH:1]1[C:5]([CH2:6][C:7]2(C#N)[CH2:12][CH2:11][CH2:10][CH2:9][CH2:8]2)=NN=N1.[N+:15]([CH3:18])([O-:17])=[O:16].[F-].C([N+](CCCC)(CCCC)CCCC)CCC>O1CCCC1.C(OCC)(=O)C>[N+:15]([CH2:18][C:7]1([CH2:6][C:5]#[N:1])[CH2:12][CH2:11][CH2:10][CH2:9][CH2:8]1)([O-:17])=[O:16] |f:2.3|. Reported procedure: The nitrile (compound 2, 0.78 g, 6.44 mmol), nitromethane (0.80 g, 13.11 mmol) and tetrabutyl ammonium fluoride (1.0 M in tetrahydrofuran, 10 mL, 10 mmol) were heated in 20 mL tetrahydrofuran to 70° C. overnight. The reaction mixture was diluted with ethyl acetate and washed with dilute hydrochloric acid and water, dried over magnesium sulphate, filtered, and evaporated to dryness. The residue was purified by chromatography on silica eluting with heptane/ethyl acetate 3:1 to give the required pr... Reactants: OC=1C=CC(=C2CCC(NC12)=O)OCC(CNC(C)C)O (8-hydroxy-5-(2-hydroxy-3-isopropylaminopropoxy)-3,4-dihydrocarbostyril), Cl (hydrochloric acid), [OH-].[Na+] (sodium hydroxide), C1(CCCCC1)C(=O)Cl (cyclohexylcarbonyl chloride). The solvent is CC(=O)C (acetone), CC(=O)C (acetone). Product: Cl.C1(CCCCC1)C(=O)OC=1C=CC(=C2CCC(NC12)=O)OCC(CNC(C)C)O (8-cyclohexylcarbonyloxy-5-(2-hydroxy-3-isopropylaminopropoxy)-3,4-dihydrocarbostyril hydrochloride). Isolated yield 45.5%. RXN SMILES: [OH:1][C:2]1[CH:3]=[CH:4][C:5]([O:13][CH2:14][CH:15]([OH:21])[CH2:16][NH:17][CH:18]([CH3:20])[CH3:19])=[C:6]2[C:11]=1[NH:10][C:9](=[O:12])[CH2:8][CH2:7]2.[OH-].[Na+].[CH:24]1([C:30]([Cl:32])=[O:31])[CH2:29][CH2:28][CH2:27][CH2:26][CH2:25]1.Cl>CC(C)=O>[ClH:32].[CH:24]1([C:30]([O:1][C:2]2[CH:3]=[CH:4][C:5]([O:13][CH2:14][CH:15]([OH:21])[CH2:16][NH:17][CH:18]([CH3:19])[CH3:20])=[C:6]3[C:11]=2[NH:10][C:9](=[O:12])[CH2:8][CH2:7]3)=[O:31])[CH2:29][CH2:28][CH2:27][CH2:26][CH2:25]1 |f:1.2,6.7|. Reported procedure: 0.66 g of 8-hydroxy-5-(2-hydroxy-3-isopropylaminopropoxy)-3,4-dihydrocarbostyril was suspended in 10 ml of acetone, and 3.0 ml of 1 N sodium hydroxide was added thereto to form a homogeneous solution. To the resulting solution was added dropwise 0.35 g of cyclohexylcarbonyl chloride dissolved in a small amount of acetone under ice-cooling and stirring. After the reaction mixture was allowed to stand under ice-cooling for 30 minutes, the mixture was adjusted to a pH of 3 with 1 N hydrochloric aci... The reactants are NC1=C(C(=O)NC2=CC=NC=C2)C=C(C=N1)Br (2-amino-5-bromo-N-pyridin-4-yl-nicotinamide), B(O)(O)C1=CC=C(C=C1)CCC(=O)O (3-(4-boronophenyl)-propanoic acid). Product: NC1=C(C=C(C=N1)C1=CC=C(C=C1)CCC(=O)O)C(NC1=CC=NC=C1)=O (3-{4-[6-Amino-5-(pyridin-4-ylcarbamoyl)-pyridin-3-yl]-phenyl}-propionic acid). Reaction SMILES: [NH2:1][C:2]1[N:16]=[CH:15][C:14](Br)=[CH:13][C:3]=1[C:4]([NH:6][C:7]1[CH:12]=[CH:11][N:10]=[CH:9][CH:8]=1)=[O:5].B([C:21]1[CH:26]=[CH:25][C:24]([CH2:27][CH2:28][C:29]([OH:31])=[O:30])=[CH:23][CH:22]=1)(O)O>>[NH2:1][C:2]1[N:16]=[CH:15][C:14]([C:21]2[CH:26]=[CH:25][C:24]([CH2:27][CH2:28][C:29]([OH:31])=[O:30])=[CH:23][CH:22]=2)=[CH:13][C:3]=1[C:4](=[O:5])[NH:6][C:7]1[CH:12]=[CH:11][N:10]=[CH:9][CH:8]=1. Reported procedure: Reaction of 2-amino-5-bromo-N-pyridin-4-yl-nicotinamide with 3-(4-boronophenyl)-propanoic acid gives the compound “A32”; HPLC/MS: 1.28 min, [M+H]=363; Reactants: CSC=1N=NC2=C(N1)C(NC(=N2)C2=C(C=CC=C2)OCCC)=O (5,6-dihydro-3-methylthio-5-oxo-7-(2-propoxyphenyl)pyrimido[5,4-e][1,2,4]triazine), C[O-].[Na+] (sodium methoxide), C(C)(=O)O (acetic acid). Run in CO (methanol). The product is COC=1N=NC2=C(N1)C(NC(=N2)C2=C(C=CC=C2)OCCC)=O (3-Methoxy-5,6-dihydro-5-oxo-7-(2-propoxyphenyl)pyrimido[5,4-e][1,2,4]triazine). As a reaction SMILES: CS[C:3]1[N:4]=[N:5][C:6]2[N:12]=[C:11]([C:13]3[CH:18]=[CH:17][CH:16]=[CH:15][C:14]=3[O:19][CH2:20][CH2:21][CH3:22])[NH:10][C:9](=[O:23])[C:7]=2[N:8]=1.C[O-].[Na+].[C:27](O)(=[O:29])C>CO>[CH3:27][O:29][C:3]1[N:4]=[N:5][C:6]2[N:12]=[C:11]([C:13]3[CH:18]=[CH:17][CH:16]=[CH:15][C:14]=3[O:19][CH2:20][CH2:21][CH3:22])[NH:10][C:9](=[O:23])[C:7]=2[N:8]=1 |f:1.2|. Procedure details: A stirred mixture of 5,6-dihydro-3-methylthio-5-oxo-7-(2-propoxyphenyl)pyrimido[5,4-e][1,2,4]triazine (0.80 g) and sodium methoxide (prepared from sodium, 0.28 g and methanol) in methanol (50 ml) was heated under reflux for 1.5 hours. The cooled reaction mixture was neutralised by the addition of glacial acetic acid (0.7 ml) to afford a yellow precipitate (0.63 g) which was recrystallised from methanol to afford the title compound, 0.47 g, m.p. 221-°222° C.